Dataset: the Open Reaction Database (ORD), a public repository of structured organic reaction records. Task: describe an organic reaction: reactants, conditions, products, and yield Reactants: ClC1=NC(=NC(=C1)Cl)N (4,6-dichloropyrimidinamine), CCN(C(C)C)C(C)C (Hunig's base), CNC (dimethylamine), O (water). Run in C(C)#N (acetonitrile). Reaction conditions: temperature 50 celsius, time 1.5 hour. Yields the product ClC1=CC(=NC(=N1)N)N(C)C (6-Chloro-N4,N4-dimethyl-2,4-pyrimidinediamine). The yield is 104.5%. As a reaction SMILES: Cl[C:2]1[CH:7]=[C:6]([Cl:8])[N:5]=[C:4]([NH2:9])[N:3]=1.C[CH2:11][N:12](C(C)C)[CH:13](C)C.CNC.O>C(#N)C>[Cl:8][C:6]1[N:5]=[C:4]([NH2:9])[N:3]=[C:2]([N:12]([CH3:13])[CH3:11])[CH:7]=1. Reported procedure: To a solution of 4,6-dichloropyrimidinamine (2.0 g, 12.2 mmol) in acetonitrile were added Hunig's base (2.34 mL, 13.4 mmol) and dimethylamine (6.7 mL, 13.4 mmol), and the reaction mixture was stirred for 1.5 hours at 50° C. The mixture was poured onto CH2Cl2 and water. The organic layer was separated, washed with brine, and concentrated to afford the title compound (2.2 g, 94%) as an off-white solid. LC-MS (ES) m/z=173, 175 [M+H]+.